Dataset: the Open Reaction Database (ORD), a public repository of structured organic reaction records. Task: describe an organic reaction: reactants, conditions, products, and yield Starting materials: C1(=CC=CC=C1)C1(CC2=CC=CC=C2C1)N (2,3-dihydro-2-phenyl-1H-inden-2-amine), C(=O)(OCC1=CC=CC=C1)NCC(=O)O (N-CBZ-glycine), C1(CCCCC1)N=C=NC1CCCCC1 (dicyclohexylcarbodiimide). Solvent: C(Cl)(Cl)Cl (chloroform), C(Cl)(Cl)Cl (chloroform). Conditions: time 18 hour. The product is C(=O)(OCC1=CC=CC=C1)NCC(=O)NC1(CC2=CC=CC=C2C1)C1=CC=CC=C1 (2-[(carbobenzoxy)amino]-N-(2,3-dihydro-2-phenyl-1H-inden-2-yl)acetamide). The yield is 87.1%. Reaction SMILES: [C:1]1([C:7]2([NH2:16])[CH2:15][C:14]3[C:9](=[CH:10][CH:11]=[CH:12][CH:13]=3)[CH2:8]2)[CH:6]=[CH:5][CH:4]=[CH:3][CH:2]=1.[C:17]([NH:27][CH2:28][C:29](O)=[O:30])([O:19][CH2:20][C:21]1[CH:26]=[CH:25][CH:24]=[CH:23][CH:22]=1)=[O:18].C1(N=C=NC2CCCCC2)CCCCC1>C(Cl)(Cl)Cl>[C:17]([NH:27][CH2:28][C:29]([NH:16][C:7]1([C:1]2[CH:2]=[CH:3][CH:4]=[CH:5][CH:6]=2)[CH2:8][C:9]2[C:14](=[CH:13][CH:12]=[CH:11][CH:10]=2)[CH2:15]1)=[O:30])([O:19][CH2:20][C:21]1[CH:26]=[CH:25][CH:24]=[CH:23][CH:22]=1)=[O:18]. Procedure details: To a stirred solution of 2,3-dihydro-2-phenyl-1H-inden-2-amine (10.2 g, 0.049 mol) in chloroform (200 mL) were added N-CBZ-glycine (10.8 g. 0.052 mol) and then a solution of dicyclohexylcarbodiimide (11.1 g, 0.053 mol) in chloroform (70 mL). The mixture was stirred for 18 hours at ambient temperature. The mixture was filtered and the solvent was evaporated. The residue was dissolved in ethyl acetate (200 mL) and filtered again. The filtrate was washed with 1N hydrochloric acid (2×100 mL), 2N sod... Starting materials: ClC=1C(=C(C=CC1)C)Cl (dichlorotoluene), ClCCCl (1,2-dichloroethane), C(Cl)(Cl)(Cl)Cl (carbon tetrachloride), aluminum halide. The product is ClC1=C(C(=C(C=C1)C)C(Cl)(Cl)Cl)Cl (dichlorotrichloromethyltoluene). RXN SMILES: [Cl:1][C:2]1[C:3]([Cl:9])=[C:4](C)[CH:5]=[CH:6][CH:7]=1.[C:10]([Cl:14])(Cl)([Cl:12])[Cl:11].Cl[CH2:16]CCl>>[Cl:9][C:3]1[CH:4]=[CH:5][C:6]([CH3:16])=[C:7]([C:10]([Cl:14])([Cl:12])[Cl:11])[C:2]=1[Cl:1]. Reported procedure: reacting a dichlorotoluene with carbon tetrachloride in 1,2-dichloroethane in the presence of an aluminum halide to thereby obtain crude dichlorotrichloromethyltoluene; and then Reactants: ClC1=NC=C(C(=N1)C)F (2-chloro-5-fluoro-4-methyl-pyrimidine), CC=1C=C(C=C(C1)B1OC(C(O1)(C)C)(C)C)N (3-methyl-5-(4,4,5,5-tetramethyl-[1,3,2]dioxaborolan-2-yl)-phenylamine), CS(=O)(=O)O (methanesulfonic acid). The solvent is C(=O)(O)[O-].[Na+] (NaHCO3), O1CCOCC1 (dioxane). Reaction conditions: temperature 100 celsius. The product is FC=1C(=NC(=NC1)NC1=CC(=CC(=C1)B1OC(C(O1)(C)C)(C)C)C)C ((5-fluoro-4-methyl-pyrimidin-2-yl)-[3-methyl-5-(4,4,5,5-tetramethyl-[1,3,2]dioxaborolan-2-yl)-phenyl]amine). Isolated yield 62.6%. As a reaction SMILES: Cl[C:2]1[N:7]=[C:6]([CH3:8])[C:5]([F:9])=[CH:4][N:3]=1.[CH3:10][C:11]1[CH:12]=[C:13]([NH2:26])[CH:14]=[C:15]([B:17]2[O:21][C:20]([CH3:23])([CH3:22])[C:19]([CH3:25])([CH3:24])[O:18]2)[CH:16]=1.CS(O)(=O)=O>O1CCOCC1.C([O-])(O)=O.[Na+]>[F:9][C:5]1[C:6]([CH3:8])=[N:7][C:2]([NH:26][C:13]2[CH:14]=[C:15]([B:17]3[O:21][C:20]([CH3:22])([CH3:23])[C:19]([CH3:25])([CH3:24])[O:18]3)[CH:16]=[C:11]([CH3:10])[CH:12]=2)=[N:3][CH:4]=1 |f:4.5|. Procedure details: To a solution of 2-chloro-5-fluoro-4-methyl-pyrimidine (4.00 g, 27.3 mmol) and 3-methyl-5-(4,4,5,5-tetramethyl-[1,3,2]dioxaborolan-2-yl)-phenylamine (8.27 g, 35.5 mmol) in dioxane (40.7 mL) was added methanesulfonic acid (1.77 ml, 27.3 mmol) dropwise during which the reaction exothermed 15.7° C. Subsequently the reaction mixture was heated to 100° C. and allowed to stir over the weekend. The mixture was cooled to room temperature and was diluted with saturated aqueous NaHCO3 and extracted with e... Starting materials: CC(=O)O[BH-](OC(C)=O)OC(C)=O, CC(C)=O, CO, CC(=O)O, ClCCl, [Na+], N#Cc1ccc(-n2cc3c(n2)CCNCC3)cc1. The product is CC(C)N1CCc2cn(-c3ccc(C#N)cc3)nc2CC1. Reaction SMILES: [C:23]([O:24][BH-:25]([O:26][C:27](=[O:28])[CH3:29])[O:30][C:31](=[O:32])[CH3:33])(=[O:34])[CH3:35].[CH3:19][C:20]([CH3:21])=[O:22].[CH3:37][OH:38].[CH3:42][C:43](=[O:44])[OH:45].[Cl:39][CH2:40][Cl:41].[Na+:36].[n:1]1[n:2](-[c:11]2[cH:12][cH:13][c:14]([C:15]#[N:16])[cH:17][cH:18]2)[cH:3][c:4]2[c:5]1[CH2:6][CH2:7][NH:8][CH2:9][CH2:10]2>>[n:1]1[n:2](-[c:11]2[cH:12][cH:13][c:14]([C:15]#[N:16])[cH:17][cH:18]2)[cH:3][c:4]2[c:5]1[CH2:6][CH2:7][N:8]([CH:20]([CH3:19])[CH3:21])[CH2:9][CH2:10]2. The reactants are N (ammonia), CO (methanol), C(C1=CC=CC=C1)(=O)O[C@@H]1[C@@](O[C@H]([C@]1(C)F)N1C(NC(C=C1)=O)=O)(CC(C1=CC=CC=C1)=O)F ((2R,3S,4R,5R)-5-(2,4-dioxo-3,4-dihydropyrimidin-1(2H)-yl)-2,4-difluor-O-2-benzoylmethyl-4-methyl-tetrahydrofuran-3-yl benzoate), CO (methanol). Conditions: time 8 hour. The product is F[C@]1([C@@H](O[C@@]([C@H]1O)(CO)F)N1C(NC(C=C1)=O)=O)C (1-((2R,3R,4S,5S)-3,5-difluoro-4-hydroxy-5-(hydroxymethyl)-3-methyl-tetrahydrofuran-2-yl)pyrimidine-2,4(1H,3H)-dione). The yield is 38.0%. As a reaction SMILES: C([O:9][C@H:10]1[C@:14]([F:16])([CH3:15])[C@H:13]([N:17]2[CH:22]=[CH:21][C:20](=[O:23])[NH:19][C:18]2=[O:24])[O:12][C@@:11]1([F:34])[CH2:25]C(=O)C1C=CC=CC=1)(=O)C1C=CC=CC=1.N.C[OH:37]>>[F:16][C@:14]1([CH3:15])[C@H:10]([OH:9])[C@@:11]([F:34])([CH2:25][OH:37])[O:12][C@H:13]1[N:17]1[CH:22]=[CH:21][C:20](=[O:23])[NH:19][C:18]1=[O:24]. Procedure: Chiral (2R,3S,4R,5R)-5-(2,4-dioxo-3,4-dihydropyrimidin-1(2H)-yl)-2,4-difluor-O-2-benzoylmethyl-4-methyl-tetrahydrofuran-3-yl benzoate (0.34 g, 0.7 mmol) was dissolved into methanol, and a solution of ammonia in methanol (7 N, 20 mL) was added. The reaction mixture was stirred at room temperature for overnight. The mixture was concentrated, and the residue was purified by silica gel column chromatography (DCM:MeOH=20:1) and pre-HPLC to afford the title compound as a white solid (0.074 g, 38%). Reactants: N1C=NC(=C1)C1=C(OCCC2=C(C(=O)OC)C=CC=C2)C=CC=C1 (Methyl 2-(2-(2-(1H-imidazol-4-yl)phenoxy)ethyl)benzoate), [OH-].[Na+] (NaOH). The solvent is CO (methanol). Reaction conditions: temperature 60 celsius. The product is N1C=NC(=C1)C1=C(OCCC2=C(C(=O)O)C=CC=C2)C=CC=C1 (2-(2-(2-(1H-imidazol-4-yl)phenoxy)ethyl)benzoic acid). The yield is 80.6%. Reaction SMILES: [NH:1]1[CH:5]=[C:4]([C:6]2[CH:24]=[CH:23][CH:22]=[CH:21][C:7]=2[O:8][CH2:9][CH2:10][C:11]2[CH:20]=[CH:19][CH:18]=[CH:17][C:12]=2[C:13]([O:15]C)=[O:14])[N:3]=[CH:2]1.[OH-].[Na+]>CO>[NH:1]1[CH:5]=[C:4]([C:6]2[CH:24]=[CH:23][CH:22]=[CH:21][C:7]=2[O:8][CH2:9][CH2:10][C:11]2[CH:20]=[CH:19][CH:18]=[CH:17][C:12]=2[C:13]([OH:15])=[O:14])[N:3]=[CH:2]1 |f:1.2|. Procedure details: Methyl 2-(2-(2-(1H-imidazol-4-yl)phenoxy)ethyl)benzoate (30 mg, 0.093 mmol) was dissolved in methanol (3 mL) and aqueous NaOH (2M, 0.47 mL, 0.931 mmol) was added. The reaction mixture was heated at 60° C. for 16 h and methanol was evaporated under reduced pressure. The aqueous solution was neutralized to pH 7 and the aqueous layer was extracted with ethyl acetate (2×20 mL). The combined organic layers were dried and concentrated. The crude product was purified by flash column chromatography to g... Starting materials: FC(C(=O)O)(F)F (trifluoroacetic acid), CS(=O)C1=NN2C(C=N1)=CC=C2C2=C(C=CC=C2)OC (2-Methanesulfinyl-7-(2-methoxy-phenyl)-pyrrolo[2,1-f][1,2,4]triazine), CS(=O)(=O)O (methanesulfonic acid), NC1=C(C=C(C=C1)C1CCN(CC1)C[C@@H](C(F)(F)F)O)OC ((S)-3-[4-(4-amino-3-methoxy-phenyl)-piperidin-1-yl]-1,1,1-trifluoro-propan-2-ol). The solvent is COCC(C)O (1-methoxy-2-propanol). Run at temperature 135 celsius, time 48 hour. Product: FC([C@H](CN1CCC(CC1)C1=CC(=C(C=C1)NC1=NN2C(C=N1)=CC=C2C2=C(C=CC=C2)OC)OC)O)(F)F ((S)-1,1,1-trifluoro-3-(4-{3-methoxy-4-[7-(2-methoxy-phenyl)-pyrrolo[2,1-f][1,2,4]triazin-2-ylamino]-phenyl}-piperidin-1-yl)-propan-2-ol). The yield is 18.0%. Reaction SMILES: CS([C:4]1[N:9]=[CH:8][C:7]2=[CH:10][CH:11]=[C:12]([C:13]3[CH:18]=[CH:17][CH:16]=[CH:15][C:14]=3[O:19][CH3:20])[N:6]2[N:5]=1)=O.CS(O)(=O)=O.[NH2:26][C:27]1[CH:32]=[CH:31][C:30]([CH:33]2[CH2:38][CH2:37][N:36]([CH2:39][C@H:40]([OH:45])[C:41]([F:44])([F:43])[F:42])[CH2:35][CH2:34]2)=[CH:29][C:28]=1[O:46][CH3:47].FC(F)(F)C(O)=O>COCC(O)C>[F:44][C:41]([F:42])([F:43])[C@@H:40]([OH:45])[CH2:39][N:36]1[CH2:35][CH2:34][CH:33]([C:30]2[CH:31]=[CH:32][C:27]([NH:26][C:4]3[N:9]=[CH:8][C:7]4=[CH:10][CH:11]=[C:12]([C:13]5[CH:18]=[CH:17][CH:16]=[CH:15][C:14]=5[O:19][CH3:20])[N:6]4[N:5]=3)=[C:28]([O:46][CH3:47])[CH:29]=2)[CH2:38][CH2:37]1. Procedure: 2-Methanesulfinyl-7-(2-methoxy-phenyl)-pyrrolo[2,1-f][1,2,4]triazine (50.00 mg, 0.174 mmol), methanesulfonic acid (0.034 mL, 0.52 mmol) and (S)-3-[4-(4-amino-3-methoxy-phenyl)-piperidin-1-yl]-1,1,1-trifluoro-propan-2-ol (109 mg, 0.342 mmol) were combined in 1-methoxy-2-propanol (1.02 mL) in a capped tube and the reaction was stirred at 135° C. for 48 h. The product was isolated by reverse phase preparative hplc (Gilson) followed by neutralization of the trifluoroacetic acid salt to afford (S)-1,... Reactants: [N+](=O)([O-])C1=CC=C(C=O)C=C1 (p-Nitrobenzaldehyde), CC1=NC=NC=C1 (4-methyl-pyrimidine), C(C)(=O)OC(C)=O (acetic anhydride). Solvent: O (water). Conditions: temperature 120 celsius. Yields the product [N+](=O)([O-])C1=CC=C(C=C1)C=CC1=NC=NC=C1 (4-[2-(p-nitrophenyl) ethenyl]pyrimidine). Yield: 77.0%. Reaction SMILES: [N+:1]([C:4]1[CH:11]=[CH:10][C:7]([CH:8]=O)=[CH:6][CH:5]=1)([O-:3])=[O:2].[CH3:12][C:13]1[CH:18]=[CH:17][N:16]=[CH:15][N:14]=1.C(OC(=O)C)(=O)C>O>[N+:1]([C:4]1[CH:11]=[CH:10][C:7]([CH:8]=[CH:12][C:13]2[CH:18]=[CH:17][N:16]=[CH:15][N:14]=2)=[CH:6][CH:5]=1)([O-:3])=[O:2]. Reported procedure: The starting compound is prepared as follows. p-Nitrobenzaldehyde (24.2 g), 4-methyl-pyrimidine (15.5 g) and acetic anhydride (16.7 g) are mixed at room temperature, and the mixture is heated at 120° C. for 5 hours. After cooling, the mixture is poured into water (500 ml), and the aqueous mixture is extracted several times with chloroform. The combined chloroform extracts are dried over magnesium sulfate and concentrated until crystals separated. Addition of ether gives 4-[2-(p-nitrophenyl) ethe... The reactants are C(=O)(O)C[C@@H]1CC[C@H](CC1)OC(=O)N1CC2=CC=C(C=C2CC1)NC(=O)NC1=C(C=CC=C1)F (trans-6-[3-(2-fluoro-phenyl)-ureido]-3,4-dihydro-1H-isoquinoline-2-carboxylic acid 4-carboxymethyl-cyclohexyl ester), C=1C=CC2=C(C1)N=NN2O (HOBt), CCN=C=NCCCN(C)C (EDCI), O.N (ammonia water). Solvent: CN(C)C=O (DMF), C(C)(=O)OCC (ethyl acetate). The product is C(N)(=O)C[C@@H]1CC[C@H](CC1)OC(=O)N1CC2=CC=C(C=C2CC1)NC(=O)NC1=C(C=CC=C1)F (trans-6-[3-(2-fluoro-phenyl)-ureido]-3,4-dihydro-1H-isoquinoline-2-carboxylic acid 4-carbamoylmethyl-cyclohexyl ester). Yield: 17.0%. As a reaction SMILES: [C:1]([CH2:4][C@H:5]1[CH2:10][CH2:9][C@H:8]([O:11][C:12]([N:14]2[CH2:23][CH2:22][C:21]3[C:16](=[CH:17][CH:18]=[C:19]([NH:24][C:25]([NH:27][C:28]4[CH:33]=[CH:32][CH:31]=[CH:30][C:29]=4[F:34])=[O:26])[CH:20]=3)[CH2:15]2)=[O:13])[CH2:7][CH2:6]1)(O)=O.C1C=CC2N(O)N=NC=2C=1.CCN=C=NCCCN(C)C.[OH2:56].[NH3:57]>C(OCC)(=O)C.CN(C=O)C>[C:1]([CH2:4][C@H:5]1[CH2:10][CH2:9][C@H:8]([O:11][C:12]([N:14]2[CH2:23][CH2:22][C:21]3[C:16](=[CH:17][CH:18]=[C:19]([NH:24][C:25]([NH:27][C:28]4[CH:33]=[CH:32][CH:31]=[CH:30][C:29]=4[F:34])=[O:26])[CH:20]=3)[CH2:15]2)=[O:13])[CH2:7][CH2:6]1)(=[O:56])[NH2:57] |f:3.4|. Procedure: A DMF (15 mL) solution of trans-6-[3-(2-fluoro-phenyl)-ureido]-3,4-dihydro-1H-isoquinoline-2-carboxylic acid 4-carboxymethyl-cyclohexyl ester (527 mg) obtained in Example 2, HOBt (166 mg), EDCI (236 mg), and ammonia water (0.5 mL) was stirred at room temperature for 2 days. The reaction mixture was diluted with ethyl acetate, washed with a saturated aqueous solution of sodium bicarbonate and saturated brine, then dried, and concentrated. The residue was purified by chromatography (NH silica gel,...